Dataset: the Open Reaction Database (ORD), a public repository of structured organic reaction records. Task: describe an organic reaction: reactants, conditions, products, and yield The solvent is N1=CC=CC=C1 (pyridine). Procedure details: Phenyl 1-thio-β-D-glucopyranoside (5) (7.01 g, 25.8 mmol) and triphenylmethyl chloride (9.33 g, 33.5 mmol) were suspended in pyridine (20 ml), and the mixture was refluxed for 5 hr. The solvent was evaporated under reduced pressure and the residue was dissolved in ethyl acetate. The resulting solution was washed with water and saturated brine, and dried over anhydrous sodium sulfate. The solvent was evaporated under reduced pressure and the residue obtained was purified by silica gel column chro... Yields the product C1(=CC=CC=C1)C(OC[C@@H]1[C@H]([C@@H]([C@H]([C@H](SC2=CC=CC=C2)O1)O)O)O)(C1=CC=CC=C1)C1=CC=CC=C1 (phenyl 6-O-triphenylmethyl-1-thio-β-D-glucopyranoside). The reactants are S([C@H]1[C@H](O)[C@@H](O)[C@H](O)[C@H](O1)CO)C1=CC=CC=C1 (Phenyl 1-thio-β-D-glucopyranoside), C1(=CC=CC=C1)C(C1=CC=CC=C1)(C1=CC=CC=C1)Cl (triphenylmethyl chloride). Reaction SMILES: [S:1]([C:13]1[CH:18]=[CH:17][CH:16]=[CH:15][CH:14]=1)[C@@H:2]1[O:10][C@H:9]([CH2:11][OH:12])[C@@H:7]([OH:8])[C@H:5]([OH:6])[C@H:3]1[OH:4].[C:19]1([C:25](Cl)([C:32]2[CH:37]=[CH:36][CH:35]=[CH:34][CH:33]=2)[C:26]2[CH:31]=[CH:30][CH:29]=[CH:28][CH:27]=2)[CH:24]=[CH:23][CH:22]=[CH:21][CH:20]=1>N1C=CC=CC=1>[C:19]1([C:25]([C:26]2[CH:27]=[CH:28][CH:29]=[CH:30][CH:31]=2)([C:32]2[CH:33]=[CH:34][CH:35]=[CH:36][CH:37]=2)[O:12][CH2:11][C@H:9]2[O:10][C@@H:2]([S:1][C:13]3[CH:14]=[CH:15][CH:16]=[CH:17][CH:18]=3)[C@H:3]([OH:4])[C@@H:5]([OH:6])[C@@H:7]2[OH:8])[CH:20]=[CH:21][CH:22]=[CH:23][CH:24]=1. Yield: 98.7%.